From a dataset of the Open Reaction Database (ORD), a public repository of structured organic reaction records. describe an organic reaction: reactants, conditions, products, and yield Reactants: FC(C(=O)O)(F)F (Trifluoroacetic acid), O (water), C1(CCC2=CC=CC=C12)NC1=C2N=CN(C2=NC=N1)[C@@H]1O[C@@H]([C@@H]2[C@H]1OC(O2)(C)C)CCS(=O)(=O)N (2-[(3aR,4R,6R,6aR)-6-(6-(indan-1-ylamino)-purin-9-yl)-2,2-dimethyltetrahydrofuro[3,4-d][1,3]dioxol-4-yl]-ethanesulfonamide). Conditions: time 25 minute. The product is [C@@H]1(CCC2=CC=CC=C12)NC1=C2N=CN(C2=NC=N1)[C@H]1[C@@H]([C@@H]([C@H](O1)CCS(=O)(=O)N)O)O (2-((2R,3S,4R,5R)-5-{6-[(1S)-2,3-Dihydro-1H-inden-1-ylamino]-9H-purin-9-yl}-3,4-dihydroxytetrahydrofuran-2-yl)ethanesulfonamide). Yield: 45.0%. RXN SMILES: FC(F)(F)C(O)=O.O.[CH:9]1([NH:18][C:19]2[N:27]=[CH:26][N:25]=[C:24]3[C:20]=2[N:21]=[CH:22][N:23]3[C@H:28]2[C@@H:32]3[O:33]C(C)(C)[O:35][C@@H:31]3[C@@H:30]([CH2:38][CH2:39][S:40]([NH2:43])(=[O:42])=[O:41])[O:29]2)[C:17]2[C:12](=[CH:13][CH:14]=[CH:15][CH:16]=2)[CH2:11][CH2:10]1>>[C@@H:9]1([NH:18][C:19]2[N:27]=[CH:26][N:25]=[C:24]3[C:20]=2[N:21]=[CH:22][N:23]3[C@@H:28]2[O:29][C@H:30]([CH2:38][CH2:39][S:40]([NH2:43])(=[O:42])=[O:41])[C@@H:31]([OH:35])[C@H:32]2[OH:33])[C:17]2[C:12](=[CH:13][CH:14]=[CH:15][CH:16]=2)[CH2:11][CH2:10]1. Reported procedure: Trifluoroacetic acid (3.60 mL, 0.0467 mol) was added to water (0.40 mL, 0.022 mol) and the mixture was added to 2-[(3aR,4R,6R,6aR)-6-(6-(indan-1-ylamino)-purin-9-yl)-2,2-dimethyltetrahydrofuro[3,4-d][1,3]dioxol-4-yl]-ethanesulfonamide (crude, 0.000111 mol). The reaction was left to stand (with occasional shaking) for 25 minutes. The reaction was concentrated in vacuo to dryness and the residue purified by preparative HPLC to yield the title compound 23 mg. The reactants are O=C([O-])[O-], CCCCc1cn(C(C)(C)C)sc1=NC(=O)c1cc(C#N)ccc1OC, [Na+], [Na+], O, O=S(=O)(O)O. Yields the product CCCCc1cn(C(C)(C)C)sc1=NC(=O)c1cc(C(N)=O)ccc1OC. Reaction SMILES: [C:32](=[O:33])([O-:34])[O-:35].[CH2:1]([CH2:2][CH2:3][CH3:4])[c:5]1[cH:6][n:7]([C:23]([CH3:24])([CH3:25])[CH3:26])[s:8][c:9]1=[N:10][C:11]([c:12]1[c:13]([O:20][CH3:21])[cH:14][cH:15][c:16]([C:18]#[N:19])[cH:17]1)=[O:22].[Na+:36].[Na+:37].[OH2:38].[S:27]([OH:28])(=[O:29])(=[O:30])[OH:31]>>[CH2:1]([CH2:2][CH2:3][CH3:4])[c:5]1[cH:6][n:7]([C:23]([CH3:24])([CH3:25])[CH3:26])[s:8][c:9]1=[N:10][C:11]([c:12]1[c:13]([O:20][CH3:21])[cH:14][cH:15][c:16]([C:18]([NH2:19])=[O:28])[cH:17]1)=[O:22].